This data is from the Open Reaction Database (ORD), a public repository of structured organic reaction records. The task is: describe an organic reaction: reactants, conditions, products, and yield Starting materials: N1C=CC2=CC=CC=C12 (indole), [Cl-].[NH4+] (ammonium chloride), C(C)(C)N(CC)C(C)C (diisopropylethylamine), C(C)(C)(C)Br (tert-butyl bromide). Reagents/catalysts: [I-].C(CCC)[N+](CCCC)(CCCC)CCCC (tetrabutylammonium iodide), [O-]S(=O)(=O)C(F)(F)F.[Zn+2].[O-]S(=O)(=O)C(F)(F)F (zinc triflate). The solvent is C1(=CC=CC=C1)C (toluene). Run at time 15 minute. Product: C(C)(C)(C)C1=CNC2=CC=CC=C12 (3-tert-butyl-1H-indole). RXN SMILES: [NH:1]1[C:9]2[C:4](=[CH:5][CH:6]=[CH:7][CH:8]=2)[CH:3]=[CH:2]1.C(N(C(C)C)CC)(C)C.[C:19](Br)([CH3:22])([CH3:21])[CH3:20].[Cl-].[NH4+]>[I-].C([N+](CCCC)(CCCC)CCCC)CCC.C1(C)C=CC=CC=1.[O-]S(C(F)(F)F)(=O)=O.[Zn+2].[O-]S(C(F)(F)F)(=O)=O>[C:19]([C:3]1[C:4]2[C:9](=[CH:8][CH:7]=[CH:6][CH:5]=2)[NH:1][CH:2]=1)([CH3:22])([CH3:21])[CH3:20] |f:3.4,5.6,8.9.10|. Reported procedure: To a mixture of indole (5 g, 42.7 mmol), zinc triflate (9.3 g, 25.6 mmol), and tetrabutylammonium iodide (7.9 g, 21.4 mmol) in anhydrous toluene (120 mL) was added diisopropylethylamine (8.2 mL, 47 mmol) at room temperature under a blanket of nitrogen. After the reaction was stirred 15 minutes at room temperature, the reaction mixture was treated with tert-butyl bromide (2.5 mL, 21.7 mmol). The reaction solution was stirred at room temperature under nitrogen for 3 hours, then poured into a satur... Starting materials: C(C)(=O)OCC (ethyl acetate), [F-].C(CCC)[N+](CCCC)(CCCC)CCCC (tetrabutylammonium fluoride), solution, C1(=CC=CC=C1)C=1C=C2C(=NN(C2=CC1C1=CC=CC=C1)COCC[Si](C)(C)C)NC(CCC)=O (N-[5,6-diphenyl-1-[[2-(trimethylsilyl)ethoxy]methyl]-1H-indazol-3-yl]butanamide). Solvent: O1CCCC1 (tetrahydrofuran), O1CCCC1 (tetrahydrofuran). Yields the product C1(=CC=CC=C1)C=1C=C2C(=NNC2=CC1C1=CC=CC=C1)NC(CCC)=O (N-[5,6-diphenyl-1H-indazol-3-yl]butanamide). Yield: 9.1%. RXN SMILES: [F-].C([N+](CCCC)(CCCC)CCCC)CCC.[C:19]1([C:25]2[CH:26]=[C:27]3[C:31](=[CH:32][C:33]=2[C:34]2[CH:39]=[CH:38][CH:37]=[CH:36][CH:35]=2)[N:30](COCC[Si](C)(C)C)[N:29]=[C:28]3[NH:48][C:49](=[O:53])[CH2:50][CH2:51][CH3:52])[CH:24]=[CH:23][CH:22]=[CH:21][CH:20]=1.C(OCC)(=O)C>O1CCCC1>[C:19]1([C:25]2[CH:26]=[C:27]3[C:31](=[CH:32][C:33]=2[C:34]2[CH:35]=[CH:36][CH:37]=[CH:38][CH:39]=2)[NH:30][N:29]=[C:28]3[NH:48][C:49](=[O:53])[CH2:50][CH2:51][CH3:52])[CH:24]=[CH:23][CH:22]=[CH:21][CH:20]=1 |f:0.1|. Reported procedure: 17.2 cm3 of tetrabutylammonium fluoride as a 1M solution in tetrahydrofuran are added to 1.5 g of N-[5,6-diphenyl-1-[[2-(trimethylsilyl)ethoxy]methyl]-1H-indazol-3-yl]butanamide, described previously, in 40 cm3 of tetrahydrofuran, and the mixture is refluxed for 18 hours; after cooling, 75 cm3 of ethyl acetate are added and the organic phase is washed with 75 cm3 of saturated sodium chloride solution. The organic phase is separated out after settling of the phases has taken place, dried over mag... Reactants: O=[N+]([O-])c1ccc2c(c1)C=Cc1ccc(Br)cc1S2, [C-]#N. Product: N#Cc1ccc2c(c1)Sc1ccc([N+](=O)[O-])cc1C=C2. Reaction SMILES: [Br:1][c:2]1[cH:3][cH:4][c:5]2[c:6]([cH:19]1)[S:7][c:8]1[c:9]([cH:12][c:13]([N+:16](=[O:17])[O-:18])[cH:14][cH:15]1)[CH:10]=[CH:11]2.[C-:20]#[N:21]>>[c:2]1([C:20]#[N:21])[cH:3][cH:4][c:5]2[c:6]([cH:19]1)[S:7][c:8]1[c:9]([cH:12][c:13]([N+:16](=[O:17])[O-:18])[cH:14][cH:15]1)[CH:10]=[CH:11]2. The reactants are Brc1cccnc1, CCOC(C)=O, CN(C)C=O, CCCC[Sn](CCCC)(CCCC)c1ccc2c(c1)ncn2-c1ccnc(NC(C)c2ccccc2)n1, c1ccc(P(c2ccccc2)(c2ccccc2)[Pd](P(c2ccccc2)(c2ccccc2)c2ccccc2)(P(c2ccccc2)(c2ccccc2)c2ccccc2)P(c2ccccc2)(c2ccccc2)c2ccccc2)cc1. Yields the product CC(Nc1nccc(-n2cnc3cc(-c4cccnc4)ccc32)n1)c1ccccc1. Reaction SMILES: [Br:38][c:39]1[cH:40][n:41][cH:42][cH:43][cH:44]1.[CH3:45][CH2:46][O:47][C:48](=[O:49])[CH3:50].[O:51]=[CH:52][N:53]([CH3:54])[CH3:55].[c:1]1([CH:7]([CH3:8])[NH:9][c:10]2[n:11][cH:12][cH:13][c:14](-[n:16]3[cH:17][n:18][c:19]4[c:20]3[cH:21][cH:22][c:23]([Sn:25]([CH2:26][CH2:27][CH2:28][CH3:29])([CH2:30][CH2:31][CH2:32][CH3:33])[CH2:34][CH2:35][CH2:36][CH3:37])[cH:24]4)[n:15]2)[cH:2][cH:3][cH:4][cH:5][cH:6]1.[cH:56]1[cH:57][cH:58][c:59]([P:60]([Pd:61]([P:62]([c:63]2[cH:64][cH:65][cH:66][cH:67][cH:68]2)([c:69]2[cH:70][cH:71][cH:72][cH:73][cH:74]2)[c:75]2[cH:76][cH:77][cH:78][cH:79][cH:80]2)([P:81]([c:82]2[cH:83][cH:84][cH:85][cH:86][cH:87]2)([c:88]2[cH:89][cH:90][cH:91][cH:92][cH:93]2)[c:94]2[cH:95][cH:96][cH:97][cH:98][cH:99]2)[P:100]([c:101]2[cH:102][cH:103][cH:104][cH:105][cH:106]2)([c:107]2[cH:108][cH:109][cH:110][cH:111][cH:112]2)[c:113]2[cH:114][cH:115][cH:116][cH:117][cH:118]2)([c:119]2[cH:120][cH:121][cH:122][cH:123][cH:124]2)[c:125]2[cH:126][cH:127][cH:128][cH:129][cH:130]2)[cH:131][cH:132]1>>[c:1]1([CH:7]([CH3:8])[NH:9][c:10]2[n:11][cH:12][cH:13][c:14](-[n:16]3[cH:17][n:18][c:19]4[c:20]3[cH:21][cH:22][c:23](-[c:39]3[cH:40][n:41][cH:42][cH:43][cH:44]3)[cH:24]4)[n:15]2)[cH:2][cH:3][cH:4][cH:5][cH:6]1. Starting materials: BrC1=C(C=C(C=C1)S(=O)(=O)NC1=C(C=CC(=C1)N1C[C@H](N[C@H](C1)C)C)OC)F (4-bromo-N-[5-(cis-3,5-dimethyl-1-piperazinyl)-2-(methyloxy)phenyl]-3-fluorobenzenesulfonamide), O1C=C(C=C1)B(O)O (3-furanylboronic acid), CC(C)([O-])C.[K+] (potassium tert-butoxide). The reagents and catalysts are C=1C=CC(=CC1)[P](C=2C=CC=CC2)(C=3C=CC=CC3)[Pd]([P](C=4C=CC=CC4)(C=5C=CC=CC5)C=6C=CC=CC6)([P](C=7C=CC=CC7)(C=8C=CC=CC8)C=9C=CC=CC9)[P](C=1C=CC=CC1)(C=1C=CC=CC1)C=1C=CC=CC1 (tetrakis(triphenylphosphine)palladium(0)). Run in COCCOC (DME), O (water). Conditions: temperature 100 celsius, time 30 minute. Product: C[C@@H]1CN(C[C@@H](N1)C)C=1C=CC(=C(C1)NS(=O)(=O)C1=CC(=C(C=C1)C1=COC=C1)F)OC (N-[5-(cis-3,5-Dimethyl-1-piperazinyl)-2-(methyloxy)phenyl]-3-fluoro-4-(3-furanyl)benzenesulfonamide). Reaction SMILES: Br[C:2]1[CH:7]=[CH:6][C:5]([S:8]([NH:11][C:12]2[CH:17]=[C:16]([N:18]3[CH2:23][C@H:22]([CH3:24])[NH:21][C@H:20]([CH3:25])[CH2:19]3)[CH:15]=[CH:14][C:13]=2[O:26][CH3:27])(=[O:10])=[O:9])=[CH:4][C:3]=1[F:28].[O:29]1[CH:33]=[CH:32][C:31](B(O)O)=[CH:30]1.CC(C)([O-])C.[K+]>COCCOC.O.C1C=CC([P]([Pd]([P](C2C=CC=CC=2)(C2C=CC=CC=2)C2C=CC=CC=2)([P](C2C=CC=CC=2)(C2C=CC=CC=2)C2C=CC=CC=2)[P](C2C=CC=CC=2)(C2C=CC=CC=2)C2C=CC=CC=2)(C2C=CC=CC=2)C2C=CC=CC=2)=CC=1>[CH3:25][C@H:20]1[NH:21][C@@H:22]([CH3:24])[CH2:23][N:18]([C:16]2[CH:15]=[CH:14][C:13]([O:26][CH3:27])=[C:12]([NH:11][S:8]([C:5]3[CH:6]=[CH:7][C:2]([C:31]4[CH:32]=[CH:33][O:29][CH:30]=4)=[C:3]([F:28])[CH:4]=3)(=[O:10])=[O:9])[CH:17]=2)[CH2:19]1 |f:2.3,^1:53,55,74,93|. Procedure details: To a mixture of 4-bromo-N-[5-(cis-3,5-dimethyl-1-piperazinyl)-2-(methyloxy)phenyl]-3-fluorobenzenesulfonamide (E105) (100 mg, 0.21 mmol) and 3-furanylboronic acid (47 mg, 0.42 mmol) in DME (3 ml) was added potassium tert-butoxide (212 mg, 1.89 mmol) and tetrakis(triphenylphosphine)palladium(0) (12 mg, 0.01 mmol) in water (1 ml) and the resulting mixture stirred in a microwave (set at high absorbance) at 100° C. for 30 minutes. The solvent was evaporated with the addition of a few drops of toluen... The reactants are C[SiH](OCC)C (dimethylethoxysilane), BrCCC=C (4-bromo-1-butene), BrCCC=C (4-bromo-1-butene), C[SiH](OCC)C (dimethylethoxysilane). Reagents/catalysts: [C-]#[O+].[C-]#[O+].[C-]#[O+].[C-]#[O+].[C-]#[O+].[C-]#[O+].[C-]#[O+].[C-]#[O+].[C-]#[O+].[C-]#[O+].[C-]#[O+].[C-]#[O+].[Ru].[Ru].[Ru] (Ru3(CO)12). Conditions: temperature 80 celsius. The product is BrCCCC[Si](OCC)(C)C (4-Bromobutyl-dimethyl-ethoxysilane). RXN SMILES: [CH3:1][SiH:2]([CH3:6])[O:3][CH2:4][CH3:5].[Br:7][CH2:8][CH2:9][CH:10]=[CH2:11]>[C-]#[O+].[C-]#[O+].[C-]#[O+].[C-]#[O+].[C-]#[O+].[C-]#[O+].[C-]#[O+].[C-]#[O+].[C-]#[O+].[C-]#[O+].[C-]#[O+].[C-]#[O+].[Ru].[Ru].[Ru]>[Br:7][CH2:8][CH2:9][CH2:10][CH2:11][Si:2]([CH3:6])([CH3:1])[O:3][CH2:4][CH3:5] |f:2.3.4.5.6.7.8.9.10.11.12.13.14.15.16|. Procedure details: 800 g of 4-bromo-1-butene were reacted with 15% excess of dimethylethoxysilane (939 ml). In a 2 l reactor 0.5 g of Ru3(CO)12 and 800 ml of 4-bromo-1-butene were brought under nitrogen and 939 ml of dimethylethoxysilane were added under nitrogen and the mixture was brought at 65° C. After 0.5 h the bath temperature was raised to 80° C. and the mixture was allowed to react overnight. After distillation 1329 g (93.7%) of 4-bromobutyl-dimethyl-ethoxysilane were isolated. Reactants: CO, O=CCC1(c2cc(F)cc(F)c2)CC1. Yields the product OCCC1(c2cc(F)cc(F)c2)CC1. As a reaction SMILES: [CH3:15][OH:16].[F:1][c:2]1[cH:3][c:4]([C:9]2([CH2:12][CH:13]=[O:14])[CH2:10][CH2:11]2)[cH:5][c:6]([F:8])[cH:7]1>>[F:1][c:2]1[cH:3][c:4]([C:9]2([CH2:12][CH2:13][OH:14])[CH2:10][CH2:11]2)[cH:5][c:6]([F:8])[cH:7]1. The reactants are Cl(=O)[O-].[Na+] (sodium chlorite), O.P(=O)(O)(O)[O-].[Na+] (sodium dihydrogen phosphate monohydrate), C(C)OC1=C(C#N)C=C(C(=N1)C=O)[N+](=O)[O-] (2-ethoxy-6-formyl-5-nitronicotinonitrile), solution, CC(C)=CC (2-methyl-2-butene), Cl (hydrochloric acid). Solvent: O (water), C(C)(=O)OCC (ethyl acetate), O1CCOCC1 (dioxane), O1CCCC1 (tetrahydrofuran). The product is C(#N)C=1C=C(C(=NC1OCC)C(=O)O)[N+](=O)[O-] (5-cyano-6-ethoxy-3-nitropicolinic Acid). Yield: 24.5%. Reaction SMILES: [CH2:1]([O:3][C:4]1[N:11]=[C:10]([CH:12]=[O:13])[C:9]([N+:14]([O-:16])=[O:15])=[CH:8][C:5]=1[C:6]#[N:7])[CH3:2].CC(=CC)C.Cl([O-])=[O:23].[Na+].O.P([O-])(O)(O)=O.[Na+].Cl>O1CCOCC1.O1CCCC1.O.C(OCC)(=O)C>[C:6]([C:5]1[CH:8]=[C:9]([N+:14]([O-:16])=[O:15])[C:10]([C:12]([OH:23])=[O:13])=[N:11][C:4]=1[O:3][CH2:1][CH3:2])#[N:7] |f:2.3,4.5.6|. Reported procedure: To a stirred solution of the compound prepared in Example 446 (0.61 g) in dioxane (10 mL) at ambient temperature was added of a 2 mol/L solution of 2-methyl-2-butene in tetrahydrofuran (8.4 mL). To the resulting stirred solution was added a solution of sodium chlorite (80%, 1.37 g) and sodium dihydrogen phosphate monohydrate (1.37 g) in water (8 mL). The resulting mixture was vigorously stirred at ambient temperature for 18 hours. The reaction mixture was diluted with ethyl acetate (15 mL), and ...